From a dataset of the Open Reaction Database (ORD), a public repository of structured organic reaction records. describe an organic reaction: reactants, conditions, products, and yield Starting materials: CN1CCOCC1 (NMM), tridecapeptide amine, N([C@@H](COCC1=CC=CC=C1)C(=O)N[C@@H](CCC(N)=O)C(=O)N[C@@H]([C@H](OCC1=CC=CC=C1)C)C(=O)N1[C@H](C(=O)N[C@@H](CC(C)C)C(=O)N[C@@H](C(C)C)C(=O)N[C@@H]([C@H](OCC2=CC=CC=C2)C)C(=O)N[C@@H](CC(C)C)C(=O)N[C@@H](CC2=CC=CC=C2)C(=O)O)CCC1)C(=O)OC(C)(C)C (Boc-Ser(Bzl)-Gln-Thr(Bzl)-Pro-Leu-Val-Thr(Bzl)-Leu-Phe-OH), C=1C=CC2=C(C1)N=NN2O (HOBt), tridecapeptide amine, Amino acid, Cl.C1(=CC=CC=C1)O (HCl phenol), C1CCC(CC1)N=C=NC2CCCCC2 (DCC), CN1CCOCC1 (NMM). The solvent is CN(C)C=O (DMF). Reaction conditions: temperature 0 celsius, time 1 hour. The product is C1CCC(CC1)N=C=NC2CCCCC2.C=1C=CC2=C(C1)N=NN2O (DCC HOBt). RXN SMILES: N(C(OC(C)(C)C)=O)[C@H](C(N[C@H](C(N[C@H](C(N1CCC[C@H]1C(N[C@H](C(N[C@H](C(N[C@H](C(N[C@H](C(N[C@H](C(O)=O)CC1C=CC=CC=1)=O)CC(C)C)=O)[C@@H](C)OCC1C=CC=CC=1)=O)C(C)C)=O)CC(C)C)=O)=O)[C@@H](C)OCC1C=CC=CC=1)=O)CCC(=O)N)=O)COCC1C=CC=CC=1.[CH:100]1[CH:101]=[CH:102][C:103]2[N:108]([OH:109])[N:107]=[N:106][C:104]=2[CH:105]=1.[CH2:110]1[CH2:115][CH2:114][CH:113]([N:116]=[C:117]=[N:118][CH:119]2[CH2:124][CH2:123][CH2:122][CH2:121][CH2:120]2)[CH2:112][CH2:111]1.CN1CCOCC1.Cl.C1(O)C=CC=CC=1>CN(C=O)C>[CH2:122]1[CH2:121][CH2:120][CH:119]([N:118]=[C:117]=[N:116][CH:113]2[CH2:114][CH2:115][CH2:110][CH2:111][CH2:112]2)[CH2:124][CH2:123]1.[CH:100]1[CH:101]=[CH:102][C:103]2[N:108]([OH:109])[N:107]=[N:106][C:104]=2[CH:105]=1 |f:4.5,7.8|. Procedure details: To a cold solution of Boc-Ser(Bzl)-Gln-Thr(Bzl)-Pro-Leu-Val-Thr(Bzl)-Leu-Phe-OH (XVII) (0.296g, 0.215 mmol) in DMF (3.5 ml), HOBt (0.07g, 0.43 mmol) was added, followed by DCC (0.049g, 0.236 mmol). The mixture was stirred for 1 hour at 0° C while pH 7 was maintained by addition of NMM. A pre-cooled solution of the tridecapeptide amine was added and the pH adjusted to 7-8 with NMM. Stirring was continued for 2 hours at 0° C and for 3 days at room temperature. The mixture was evaporated to a small...